From a dataset of the Open Reaction Database (ORD), a public repository of structured organic reaction records. describe an organic reaction: reactants, conditions, products, and yield Starting materials: [Al+3], COc1cc(C2=Cc3ccc(OC)c(OC(C)C)c3CCC2)cc(OC)c1OC, [Cl-], [Cl-], [Cl-], ClCCl, O. The product is COc1ccc2c(c1O)CCCC(c1cc(OC)c(OC)c(OC)c1)=C2. Reaction SMILES: [Al+3:31].[CH:1]([CH3:2])([CH3:3])[O:4][c:5]1[c:6]([O:28][CH3:29])[cH:7][cH:8][c:9]2[c:15]1[CH2:14][CH2:13][CH2:12][C:11]([c:16]1[cH:17][c:18]([O:26][CH3:27])[c:19]([O:24][CH3:25])[c:20]([O:22][CH3:23])[cH:21]1)=[CH:10]2.[Cl-:30].[Cl-:32].[Cl-:33].[Cl:35][CH2:36][Cl:37].[OH2:34]>>[OH:4][c:5]1[c:6]([O:28][CH3:29])[cH:7][cH:8][c:9]2[c:15]1[CH2:14][CH2:13][CH2:12][C:11]([c:16]1[cH:17][c:18]([O:26][CH3:27])[c:19]([O:24][CH3:25])[c:20]([O:22][CH3:23])[cH:21]1)=[CH:10]2. Solvent: O (water). Reaction conditions: time 2 hour. The product is FC=1C=CC(=NC1)OCC1=CC=NN1C (5-Fluoro-2-[(1-methyl-1H-pyrazol-5-yl)methoxy]pyridine). Reactants: [H-].[Na+] (Sodium hydride), CN(C=O)C (dimethylformamide), CN1N=CC=C1CO ((1-methyl-1H-pyrazol-5-yl)methanol), FC1=NC=C(C=C1)F (2,5-difluoropyridine). Reported procedure: 60% Sodium hydride (390 mg) was added to a dimethylformamide (9.0 mL) solution of (1-methyl-1H-pyrazol-5-yl)methanol (1.00 g) at a room temperature, and the obtained solution was then stirred for 2 hours. Thereafter, 2,5-difluoropyridine (1.17 g) was added to the reaction solution, and the mixed solution was then stirred for 16 hours. Subsequently, water was added to the reaction solution, and the obtained mixture was then extracted with hexane/ethyl acetate (1/2). The organic layer was concentr... Yield: 58.4%. Reaction SMILES: [H-].[Na+].CN(C)C=O.[CH3:8][N:9]1[C:13]([CH2:14][OH:15])=[CH:12][CH:11]=[N:10]1.F[C:17]1[CH:22]=[CH:21][C:20]([F:23])=[CH:19][N:18]=1>O>[F:23][C:20]1[CH:21]=[CH:22][C:17]([O:15][CH2:14][C:13]2[N:9]([CH3:8])[N:10]=[CH:11][CH:12]=2)=[N:18][CH:19]=1 |f:0.1|. The reactants are N#CCCC1CCN(Cc2ccccc2)CC1, CCO, N. Yields the product NCCCC1CCN(Cc2ccccc2)CC1. Reaction SMILES: [CH2:1]([c:2]1[cH:3][cH:4][cH:5][cH:6][cH:7]1)[N:8]1[CH2:9][CH2:10][CH:11]([CH2:14][CH2:15][C:16]#[N:17])[CH2:12][CH2:13]1.[CH3:19][CH2:20][OH:21].[NH3:18]>>[CH2:1]([c:2]1[cH:3][cH:4][cH:5][cH:6][cH:7]1)[N:8]1[CH2:9][CH2:10][CH:11]([CH2:14][CH2:15][CH2:16][NH2:17])[CH2:12][CH2:13]1.